This data is from the Open Reaction Database (ORD), a public repository of structured organic reaction records. The task is: describe an organic reaction: reactants, conditions, products, and yield The reactants are ClC1=NC=CC(=N1)C1=C(N=C(S1)C(C)(C)C)C=1C(=C(C=CC1)NS(=O)(=O)C1=CN(C=C1)C)F (N-{3-[5-(2-chloro-4-pyrimidinyl)-2-(1,1-dimethylethyl)-1,3-thiazol-4-yl]-2-fluorophenyl}-1-methyl-1H-pyrrole-3-sulfonamide), [OH-].[NH4+] (ammonium hydroxide). The product is Cl.NC1=NC=CC(=N1)C1=C(N=C(S1)C(C)(C)C)C=1C(=C(C=CC1)NS(=O)(=O)C1=CN(C=C1)C)F (N-{3-[5-(2-amino-4-pyrimidinyl)-2-(1,1-dimethylethyl)-1,3-thiazol-4-yl]-2-fluorophenyl}-1-methyl-1H-pyrrole-3-sulfonamide hydrochloride), solid. Isolated yield 54.8%. As a reaction SMILES: [Cl:1][C:2]1[N:7]=[C:6]([C:8]2[S:12][C:11]([C:13]([CH3:16])([CH3:15])[CH3:14])=[N:10][C:9]=2[C:17]2[C:18]([F:33])=[C:19]([NH:23][S:24]([C:27]3[CH:31]=[CH:30][N:29]([CH3:32])[CH:28]=3)(=[O:26])=[O:25])[CH:20]=[CH:21][CH:22]=2)[CH:5]=[CH:4][N:3]=1.[OH-].[NH4+:35]>>[ClH:1].[NH2:35][C:2]1[N:7]=[C:6]([C:8]2[S:12][C:11]([C:13]([CH3:16])([CH3:15])[CH3:14])=[N:10][C:9]=2[C:17]2[C:18]([F:33])=[C:19]([NH:23][S:24]([C:27]3[CH:31]=[CH:30][N:29]([CH3:32])[CH:28]=3)(=[O:26])=[O:25])[CH:20]=[CH:21][CH:22]=2)[CH:5]=[CH:4][N:3]=1 |f:1.2,3.4|. Procedure: Following a procedure analogous to the procedure described in Example 282 using N-{3-[5-(2-chloro-4-pyrimidinyl)-2-(1,1-dimethylethyl)-1,3-thiazol-4-yl]-2-fluorophenyl}-1-methyl-1H-pyrrole-3-sulfonamide (230 mg, 0.45 mmol) and ammonium hydroxide (5 ml), the title compound was obtained as a white solid (130 mg, 54.8%). 1HNMR (DMSO-d6): 6 ppm 9.80 (s, 1H), 8.13-8.15 (d, J=5.6 Hz, 1H), 7.87 (br s, 2H), 7.47-7.51 (dd, J1=7.6 Hz, J2=2.0 Hz, 1H), 7.23-7.29 (m, 3H), 6.80-6.82 (t, J=2.4 Hz, 1H), 6.23-6.... The reactants are FC(C1=NN=C2N1N=C(C=C2)N2CCC(CC2)COCC(=O)OC)(F)F (methyl 2-[[1-[3-(trifluoromethyl)-[1,2,4]triazolo[4,3-b]pyridazin-6-yl]piperidin-4-yl]methoxy]acetate), CO (methanol), CNC (dimethylamine). Product: CN(C(COCC1CCN(CC1)C=1C=CC=2N(N1)C(=NN2)C(F)(F)F)=O)C (N,N-dimethyl-2-[[1-[3-(trifluoromethyl)[1,2,4]triazolo[4,3-b]pyridazin-6-yl]piperidin-4-yl]methoxy]acetamide). The yield is 48.8%. Reaction SMILES: [F:1][C:2]([F:26])([F:25])[C:3]1[N:7]2[N:8]=[C:9]([N:12]3[CH2:17][CH2:16][CH:15]([CH2:18][O:19][CH2:20][C:21](OC)=[O:22])[CH2:14][CH2:13]3)[CH:10]=[CH:11][C:6]2=[N:5][N:4]=1.CO.[CH3:29][NH:30][CH3:31]>>[CH3:29][N:30]([CH3:31])[C:21](=[O:22])[CH2:20][O:19][CH2:18][CH:15]1[CH2:14][CH2:13][N:12]([C:9]2[CH:10]=[CH:11][C:6]3[N:7]([C:3]([C:2]([F:25])([F:26])[F:1])=[N:4][N:5]=3)[N:8]=2)[CH2:17][CH2:16]1. Procedure: A stirred solution of methyl 2-[[1-[3-(trifluoromethyl)-[1,2,4]triazolo[4,3-b]pyridazin-6-yl]piperidin-4-yl]methoxy]acetate (95 mg, 0.25 mmol) in 2M dimethylamine in methanol (2.0 mL, 4.00 mmol) was heated at 120° C. in a microwave reactor for 1 hour. The reaction mixture was evaporated and the crude product was purified by preparative LCMS (Waters XBridge Prep C18 OBD column, 5μ silica, 19 mm diameter, 100 mm length), using decreasingly polar mixtures of water (containing 1% ammonia) and MeCN a... Product: CC(C)C(=O)Nc1cccc(C2CCN(CCC(NC(=O)c3ccccc3)c3ccccc3)CC2)c1. The reactants are O=C(Cl)c1ccccc1, CC(C)C(=O)Nc1cccc(C2CCN(CCC(N)c3ccccc3)CC2)c1. Reaction SMILES: [C:29]([c:30]1[cH:31][cH:32][cH:33][cH:34][cH:35]1)(=[O:36])[Cl:37].[NH2:1][CH:2]([CH2:3][CH2:4][N:5]1[CH2:6][CH2:7][CH:8]([c:11]2[cH:12][c:13]([NH:17][C:18]([CH:19]([CH3:20])[CH3:21])=[O:22])[cH:14][cH:15][cH:16]2)[CH2:9][CH2:10]1)[c:23]1[cH:24][cH:25][cH:26][cH:27][cH:28]1>>[NH:1]([CH:2]([CH2:3][CH2:4][N:5]1[CH2:6][CH2:7][CH:8]([c:11]2[cH:12][c:13]([NH:17][C:18]([CH:19]([CH3:20])[CH3:21])=[O:22])[cH:14][cH:15][cH:16]2)[CH2:9][CH2:10]1)[c:23]1[cH:24][cH:25][cH:26][cH:27][cH:28]1)[C:29]([c:30]1[cH:31][cH:32][cH:33][cH:34][cH:35]1)=[O:36]. Reactants: ClC1=NC=CC(=C1)C1=C(C=CC(=C1)Cl)OC (2-Chloro-4-(5-chloro-2-methoxyphenyl)pyridine), C1(CCC1)O (cyclobutanol), [K] (Potassium), [O-]CCCC (butoxide). Run in O1CCOCC1 (1,4-dioxane). Run at temperature 101 celsius, time 15 hour. Yields the product ClC=1C=CC(=C(C1)C1=CC(=NC=C1)OC1CCC1)OC (4-(5-Chloro-2-methoxyphenyl)-2-(cyclobutyloxy)pyridine). Isolated yield 114.1%. As a reaction SMILES: Cl[C:2]1[CH:7]=[C:6]([C:8]2[CH:13]=[C:12]([Cl:14])[CH:11]=[CH:10][C:9]=2[O:15][CH3:16])[CH:5]=[CH:4][N:3]=1.[CH:17]1([OH:21])[CH2:20][CH2:19][CH2:18]1.[K].[O-]CCCC>O1CCOCC1>[Cl:14][C:12]1[CH:11]=[CH:10][C:9]([O:15][CH3:16])=[C:8]([C:6]2[CH:5]=[CH:4][N:3]=[C:2]([O:21][CH:17]3[CH2:20][CH2:19][CH2:18]3)[CH:7]=2)[CH:13]=1 |^1:21|. Procedure: 2-Chloro-4-(5-chloro-2-methoxyphenyl)pyridine (Preparation 864, 150 mg, 0.00059 mol) and cyclobutanol (76.6 mg, 0.00106 mol) were dissolved in 1,4-dioxane (2 mL). Potassium Pert-butoxide (132 mg, 0.00118 mol) was added and the solution stirred at 101° C. for 15 hours. The reaction was partitioned between ethyl acetate (15 mL) and a 10% aqueous solution of citric acid (10 mL). The organic layer was washed with water (10 mL) followed by a saturated aqueous sodium chloride solution (10 mL). The org...